Dataset: the Open Reaction Database (ORD), a public repository of structured organic reaction records. Task: describe an organic reaction: reactants, conditions, products, and yield Starting materials: C(C1=CC=CC=C1)OC1=C(C=C2C(NC=NC2=C1)=O)OC (7-benzyloxy-6-methoxy-3,4-dihydroquinazolin-4-one), S(=O)(Cl)Cl (thionyl chloride). Solvent: CN(C)C=O (DMF). Yields the product Cl.C(C1=CC=CC=C1)OC1=C(C=C2C(=NC=NC2=C1)Cl)OC (7-benzyloxy-4-chloro-6-methoxyquinazoline hydrochloride). As a reaction SMILES: [CH2:1]([O:8][C:9]1[CH:18]=[C:17]2[C:12]([C:13](=O)[NH:14][CH:15]=[N:16]2)=[CH:11][C:10]=1[O:20][CH3:21])[C:2]1[CH:7]=[CH:6][CH:5]=[CH:4][CH:3]=1.S(Cl)([Cl:24])=O>CN(C=O)C>[ClH:24].[CH2:1]([O:8][C:9]1[CH:18]=[C:17]2[C:12]([C:13]([Cl:24])=[N:14][CH:15]=[N:16]2)=[CH:11][C:10]=1[O:20][CH3:21])[C:2]1[CH:7]=[CH:6][CH:5]=[CH:4][CH:3]=1 |f:3.4|. Reported procedure: A mixture of 7-benzyloxy-6-methoxy-3,4-dihydroquinazolin-4-one (2.82 g, 0.01 mol), thionyl chloride (40 ml) and DMF (0.28 ml) was stirred and heated at reflux for 1 hour. The mixture was evaporated, the residue was taken up in toluene and evaporated to dryness to give 7-benzyloxy-4-chloro-6-methoxyquinazoline hydrochloride (3.45 g). Starting materials: CS(=O)(=O)NC=1C(=NC2=CC=CC=C2C1C(=O)O)C1=CC=CC=C1 (3-[(methylsulfonyl)amino]-2-phenylquinoline-4-carboxylic acid), C1=CC=C2C(=C1)N=NN2O.O (HOBt hydrate), CN1CCOCC1 (4-methylmorpholine), CCN=C=NCCCN(C)C (EDCI), Cl.N[C@@H]([C@H](C)O)C1=CC=CC=C1 ((1R,2S)-1-amino-1-phenylpropan-2-ol hydrochloride), CN1CCOCC1 (4-methylmorpholine). Solvent: C(Cl)Cl (methylene chloride), C(Cl)Cl (methylene chloride). Run at time 16 hour. Product: O[C@H]([C@@H](C1=CC=CC=C1)NC(=O)C1=C(C(=NC2=CC=CC=C12)C1=CC=CC=C1)NS(=O)(=O)C)C (N-[(1R,2S)-2-hydroxy-1-phenylpropyl]-3-[(methylsulfonyl)amino]-2-phenylquinolin-4-carboxamide). Yield: 48.0%. As a reaction SMILES: [CH3:1][S:2]([NH:5][C:6]1[C:7]([C:19]2[CH:24]=[CH:23][CH:22]=[CH:21][CH:20]=2)=[N:8][C:9]2[C:14]([C:15]=1[C:16]([OH:18])=O)=[CH:13][CH:12]=[CH:11][CH:10]=2)(=[O:4])=[O:3].C1C=C2N=NN(O)C2=CC=1.O.CN1CCOCC1.CCN=C=NCCCN(C)C.Cl.[NH2:55][C@H:56]([C:60]1[CH:65]=[CH:64][CH:63]=[CH:62][CH:61]=1)[C@@H:57]([OH:59])[CH3:58]>C(Cl)Cl>[OH:59][C@@H:57]([CH3:58])[C@H:56]([NH:55][C:16]([C:15]1[C:14]2[C:9](=[CH:10][CH:11]=[CH:12][CH:13]=2)[N:8]=[C:7]([C:19]2[CH:20]=[CH:21][CH:22]=[CH:23][CH:24]=2)[C:6]=1[NH:5][S:2]([CH3:1])(=[O:3])=[O:4])=[O:18])[C:60]1[CH:61]=[CH:62][CH:63]=[CH:64][CH:65]=1 |f:1.2,5.6|. Procedure details: A solution of 3-methanesulfonylamino-2-phenyl-4-carboxylic acid (1c) (250 mg, 0.73 mmol), HOBt hydrate (148 mg, 1.1 mmol), 4-methylmorpholine (160 μL, 1.46 mmol) in methylene chloride (15 mL) was added EDCI (210 mg, 1.1 mmol) at RT under N2. A mixture of (1R,2S)-1-amino-1-phenylpropan-2-ol hydrochloride and 4-methylmorpholine (193 μL, 1.75 mmol), in methylene chloride (5 mL) was added and the reaction mixture was stirred at RT for 16 h. Solution is partitioned against water and twice extracted w...